This data is from the Open Reaction Database (ORD), a public repository of structured organic reaction records. The task is: describe an organic reaction: reactants, conditions, products, and yield Starting materials: C1COCCN1, CCO, C1COCCO1, O=C1Nc2ccccc2C1=Cc1ccc[nH]1. Yields the product O=C1C(=Cc2ccc[nH]2)c2ccccc2N1CN1CCOCC1. Reaction SMILES: [CH2:17]1[CH2:18][O:19][CH2:20][CH2:21][NH:22]1.[CH3:29][CH2:30][OH:31].[O:23]1[CH2:24][CH2:28][O:27][CH2:26][CH2:25]1.[nH:1]1[c:2]([CH:6]=[C:7]2[C:8](=[O:16])[NH:9][c:10]3[cH:11][cH:12][cH:13][cH:14][c:15]32)[cH:3][cH:4][cH:5]1>>[nH:1]1[c:2]([CH:6]=[C:7]2[C:8](=[O:16])[N:9]([CH2:24][N:22]3[CH2:17][CH2:18][O:19][CH2:20][CH2:21]3)[c:10]3[cH:11][cH:12][cH:13][cH:14][c:15]32)[cH:3][cH:4][cH:5]1. Reactants: C(CN)N (Ethylenediamine), C(C=1C(O)=CC=CC1)=O (salicylaldehyde). Solvent: C(C)O (ethanol). Yields the product C1=C/C(=C/NCCN/C=C/2\C(=O)C=CC=C2)/C(=O)C=C1 (salen ligand). Yield: 89.4%. Reaction SMILES: [CH2:1]([NH2:4])[CH2:2][NH2:3].[CH:5](=O)[C:6]1[C:7](=[CH:9][CH:10]=[CH:11][CH:12]=1)[OH:8]>C(O)C>[CH:11]1[CH:10]=[CH:9][C:7](=[O:8])/[C:6](=[CH:5]\[NH:3][CH2:2][CH2:1][NH:4]/[CH:5]=[C:6]2\[C:7]([CH:9]=[CH:10][CH:11]=[CH:12]\2)=[O:8])/[CH:12]=1. Reported procedure: Ethylenediamine (50 mmol, 3.3 mL) was added via a syringe to a stirred solution of salicylaldehyde (100 mmol, 10.5 mL) in ethanol (100 mL). A yellow precipitate formed immediately. The reaction mixture was refluxed for 3 hours and the solvent was then removed in vacuo to leave a yellow crystalline solid which was washed with diethyl ether (ca. 100 mL) to give salen ligand (C0) (12.0 g, 90%). Mp. 126-130° C. 1H NMR 3.96 (4H, s, CH2CH2), 6.87 (2H, t J=8.4 Hz, 2×HAr), 6.97 (2H, t J=8.7 Hz, 2×HAr), ... The reactants are O=C(O)c1cc(-c2ccc(OCc3ccccc3)cc2)c(=O)n2ccc3ccsc3c12, COCCN, Cc1ccccc1, O=S(Cl)Cl. Yields the product COCCNC(=O)c1cc(-c2ccc(OCc3ccccc3)cc2)c(=O)n2ccc3ccsc3c12. As a reaction SMILES: [CH2:1]([c:2]1[cH:3][cH:4][cH:5][cH:6][cH:7]1)[O:8][c:9]1[cH:10][cH:11][c:12](-[c:15]2[c:16](=[O:31])[n:17]3[cH:18][cH:19][c:20]4[c:21]([c:22]3[c:23]([C:25](=[O:26])[OH:27])[cH:24]2)[s:28][cH:29][cH:30]4)[cH:13][cH:14]1.[CH3:36][O:37][CH2:38][CH2:39][NH2:40].[CH3:41][c:42]1[cH:43][cH:44][cH:45][cH:46][cH:47]1.[S:32]([Cl:33])([Cl:34])=[O:35]>>[CH2:1]([c:2]1[cH:3][cH:4][cH:5][cH:6][cH:7]1)[O:8][c:9]1[cH:10][cH:11][c:12](-[c:15]2[c:16](=[O:31])[n:17]3[cH:18][cH:19][c:20]4[c:21]([c:22]3[c:23]([C:25](=[O:26])[NH:40][CH2:39][CH2:38][O:37][CH3:36])[cH:24]2)[s:28][cH:29][cH:30]4)[cH:13][cH:14]1. The reactants are CCOC(C)=O, CCCN1C(=O)C2(c3ccccc3)CC(c3ccc([N+](=O)[O-])cc3)(C2)C1=O. The product is CCCN1C(=O)C2(c3ccccc3)CC(c3ccc(N)cc3)(C2)C1=O. As a reaction SMILES: [CH3:28][CH2:29][O:30][C:31](=[O:32])[CH3:33].[N+:1]([O-:2])(=[O:3])[c:4]1[cH:5][cH:6][c:7]([C:10]23[C:11](=[O:27])[N:12]([CH2:24][CH2:25][CH3:26])[C:13](=[O:23])[C:14]([c:17]4[cH:18][cH:19][cH:20][cH:21][cH:22]4)([CH2:15]2)[CH2:16]3)[cH:8][cH:9]1>>[NH2:1][c:4]1[cH:5][cH:6][c:7]([C:10]23[C:11](=[O:27])[N:12]([CH2:24][CH2:25][CH3:26])[C:13](=[O:23])[C:14]([c:17]4[cH:18][cH:19][cH:20][cH:21][cH:22]4)([CH2:15]2)[CH2:16]3)[cH:8][cH:9]1. Starting materials: CC(=O)CCl, O=C(O)C(=O)CCl, O=[N+]([O-])c1ccc(F)c(F)c1O. The product is O=C(O)C(=O)COc1c([N+](=O)[O-])ccc(F)c1F. As a reaction SMILES: [CH3:20][C:21]([CH2:22][Cl:23])=[O:24].[Cl:13][CH2:14][C:15]([C:16](=[O:17])[OH:18])=[O:19].[F:1][c:2]1[c:3]([OH:12])[c:4]([N+:9](=[O:10])[O-:11])[cH:5][cH:6][c:7]1[F:8]>>[F:1][c:2]1[c:3]([O:12][CH2:14][C:15]([C:16](=[O:17])[OH:18])=[O:19])[c:4]([N+:9](=[O:10])[O-:11])[cH:5][cH:6][c:7]1[F:8]. The reactants are [BH3-]C#N, C=O, CC#N, CC(=O)O, CC(=O)OCCOC(=O)C1=C(C)NC2=C(C1c1cccc(Cl)c1Cl)S(=O)(=O)CCNC2, [Na+], [Na+], [OH-], O. Product: CC(=O)OCCOC(=O)C1=C(C)NC2=C(C1c1cccc(Cl)c1Cl)S(=O)(=O)CCN(C)C2. As a reaction SMILES: [C:34]([BH3-:35])#[N:36].[CH2:32]=[O:33].[CH3:40][C:41]#[N:42].[CH3:44][C:45](=[O:46])[OH:47].[Cl:1][c:2]1[c:3]([CH:9]2[C:10]([C:23](=[O:24])[O:25][CH2:26][CH2:27][O:28][C:29]([CH3:30])=[O:31])=[C:11]([CH3:22])[NH:12][C:13]3=[C:19]2[S:18](=[O:20])(=[O:21])[CH2:17][CH2:16][NH:15][CH2:14]3)[cH:4][cH:5][cH:6][c:7]1[Cl:8].[Na+:37].[Na+:39].[OH-:38].[OH2:43]>>[Cl:1][c:2]1[c:3]([CH:9]2[C:10]([C:23](=[O:24])[O:25][CH2:26][CH2:27][O:28][C:29]([CH3:30])=[O:31])=[C:11]([CH3:22])[NH:12][C:13]3=[C:19]2[S:18](=[O:20])(=[O:21])[CH2:17][CH2:16][N:15]([CH3:34])[CH2:14]3)[cH:4][cH:5][cH:6][c:7]1[Cl:8].